From a dataset of the Open Reaction Database (ORD), a public repository of structured organic reaction records. describe an organic reaction: reactants, conditions, products, and yield Isolated yield 98.0%. RXN SMILES: [N:1]([CH:4]([C:21]1[CH:26]=[CH:25][C:24]([C:27]#[N:28])=[CH:23][CH:22]=1)[CH2:5][N:6]1[CH2:13][CH:12]2[CH2:14][CH:8]([CH2:9][N:10]([C:15]([O:17][CH:18]([CH3:20])[CH3:19])=[O:16])[CH2:11]2)[CH2:7]1)=[N+]=[N-]>C(O)C.[Pd]>[NH2:1][CH:4]([C:21]1[CH:26]=[CH:25][C:24]([C:27]#[N:28])=[CH:23][CH:22]=1)[CH2:5][N:6]1[CH2:7][CH:8]2[CH2:14][CH:12]([CH2:11][N:10]([C:15]([O:17][CH:18]([CH3:20])[CH3:19])=[O:16])[CH2:9]2)[CH2:13]1. The product is NC(CN1CC2CN(CC(C1)C2)C(=O)OC(C)C)C2=CC=C(C=C2)C#N (iso-Propyl 7-[2-amino-2-(4-cyanophenyl)ethyl]-3,7-diazabicyclo-[3.3.1]nonane-3-carboxylate). Reagents/catalysts: [Pd] (Pd/C). Run in C(C)O (ethanol). Reported procedure: A solution of iso-propyl 7-[2-azido-2-(4-cyanophenyl)ethyl]-3,7-diazabicyclo[3.3.1]nonane-3-carboxylate (from step (vii) above; 7.51 g; 19.5 mmol) in aqueous ethanol (85%) was hydrogenated over 5% Pd/C at 1 atm until tlc indicated that the reaction was complete. The catalyst was removed by filtration through a pad of Celite®, and the filtrate concentrated under reduced pressure to give the title compound in 98% yield. The reactants are N(=[N+]=[N-])C(CN1CC2CN(CC(C1)C2)C(=O)OC(C)C)C2=CC=C(C=C2)C#N (iso-Propyl 7-[2-azido-2-(4-cyanophenyl)ethyl]-3,7-diazabicyclo-[3.3.1]nonane-3-carboxylate). Reactants: BrC=1N=C(SC1)OC1CCN(CC1)C(=O)OC(C)(C)C (tert-butyl 4((4-bromothiazol-2-yl)oxy)piperidine-1-carboxylate), N1C=CC2=CC(=CC=C12)NC(OC(C)(C)C)=O (tert-butyl 1H-indol-5-ylcarbamate). Product: NC=1C=C2C=CN(C2=CC1)C=1N=C(SC1)OC1CCN(CC1)C(=O)OC(C)(C)C (tert-Butyl 4-((4-(5-amino-1H-indol-1-yl)thiazol-2-yl)oxy)-piperidine-1-carboxylate). RXN SMILES: Br[C:2]1[N:3]=[C:4]([O:7][CH:8]2[CH2:13][CH2:12][N:11]([C:14]([O:16][C:17]([CH3:20])([CH3:19])[CH3:18])=[O:15])[CH2:10][CH2:9]2)[S:5][CH:6]=1.[NH:21]1[C:29]2[C:24](=[CH:25][C:26]([NH:30]C(=O)OC(C)(C)C)=[CH:27][CH:28]=2)[CH:23]=[CH:22]1>>[NH2:30][C:26]1[CH:25]=[C:24]2[C:29](=[CH:28][CH:27]=1)[N:21]([C:2]1[N:3]=[C:4]([O:7][CH:8]3[CH2:13][CH2:12][N:11]([C:14]([O:16][C:17]([CH3:20])([CH3:19])[CH3:18])=[O:15])[CH2:10][CH2:9]3)[S:5][CH:6]=1)[CH:22]=[CH:23]2. Procedure details: The title compound was prepared by following the similar procedure as described in Intermediate-27 using tert-butyl 4((4-bromothiazol-2-yl)oxy)piperidine-1-carboxylate and tert-butyl 1H-indol-5-ylcarbamate; MS: 415.1 (M+1). Reactants: CCn1cc(-c2ccnc3[nH]c(-c4cccc(CO)c4)cc23)c(-c2ccc(NC(=O)N(C)C)cc2)n1, ClC(Cl)Cl, O=[Mn]=O. Yields the product CCn1cc(-c2ccnc3[nH]c(-c4cccc(C=O)c4)cc23)c(-c2ccc(NC(=O)N(C)C)cc2)n1. Reaction SMILES: [CH2:1]([CH3:2])[n:3]1[n:4][c:5](-[c:25]2[cH:26][cH:27][c:28]([NH:31][C:32]([N:33]([CH3:34])[CH3:35])=[O:36])[cH:29][cH:30]2)[c:6](-[c:8]2[c:9]3[c:10]([n:11][cH:12][cH:13]2)[nH:14][c:15](-[c:17]2[cH:18][c:19]([CH2:23][OH:24])[cH:20][cH:21][cH:22]2)[cH:16]3)[cH:7]1.[Cl:37][CH:38]([Cl:39])[Cl:40].[O:41]=[Mn:42]=[O:43]>>[CH2:1]([CH3:2])[n:3]1[n:4][c:5](-[c:25]2[cH:26][cH:27][c:28]([NH:31][C:32]([N:33]([CH3:34])[CH3:35])=[O:36])[cH:29][cH:30]2)[c:6](-[c:8]2[c:9]3[c:10]([n:11][cH:12][cH:13]2)[nH:14][c:15](-[c:17]2[cH:18][c:19]([CH:23]=[O:24])[cH:20][cH:21][cH:22]2)[cH:16]3)[cH:7]1. As a reaction SMILES: O(P(O[C:18]1[CH2:19][C@@H:20]2[C@@H:37]([C@H:38]([OH:40])[CH3:39])[C:36](=[O:41])[N:21]2[C:22]=1[C:23]([O:25][CH2:26][C:27]1[CH:32]=[CH:31][C:30]([N+:33]([O-:35])=[O:34])=[CH:29][CH:28]=1)=[O:24])(OC1C=CC=CC=1)=O)C1C=CC=CC=1.[SH:42][C@@H:43]1[CH2:47][N:46]([C:48]([O:50][CH2:51][C:52]2[CH:57]=[CH:56][C:55]([N+:58]([O-:60])=[O:59])=[CH:54][CH:53]=2)=[O:49])[C@H:45]([CH:61]2[CH2:66][CH2:65][N:64]([C:67]([O:69][CH2:70][C:71]3[CH:76]=[CH:75][C:74]([N+:77]([O-:79])=[O:78])=[CH:73][CH:72]=3)=[O:68])[CH2:63][CH2:62]2)[CH2:44]1>>[OH:40][C@@H:38]([C@H:37]1[C:36](=[O:41])[N:21]2[C:22]([C:23]([O:25][CH2:26][C:27]3[CH:28]=[CH:29][C:30]([N+:33]([O-:35])=[O:34])=[CH:31][CH:32]=3)=[O:24])=[C:18]([S:42][C@@H:43]3[CH2:47][N:46]([C:48]([O:50][CH2:51][C:52]4[CH:53]=[CH:54][C:55]([N+:58]([O-:60])=[O:59])=[CH:56][CH:57]=4)=[O:49])[C@H:45]([CH:61]4[CH2:66][CH2:65][N:64]([C:67]([O:69][CH2:70][C:71]5[CH:72]=[CH:73][C:74]([N+:77]([O-:79])=[O:78])=[CH:75][CH:76]=5)=[O:68])[CH2:63][CH2:62]4)[CH2:44]3)[CH2:19][C@H:20]12)[CH3:39]. Isolated yield 76.3%. Product: O[C@H](C)[C@@H]1[C@@H]2N(C(=C(C2)S[C@H]2C[C@H](N(C2)C(=O)OCC2=CC=C(C=C2)[N+](=O)[O-])C2CCN(CC2)C(=O)OCC2=CC=C(C=C2)[N+](=O)[O-])C(=O)OCC2=CC=C(C=C2)[N+](=O)[O-])C1=O (p-nitrobenzyl (5R,6S)-6-[(R)-1-hydroxyethyl]-2[(2S,4S)-N-(p-nitrobenzyloxycarbonyl)-2-[N-(p-nitrobenzyloxycarbonyl)piperidin-4-yl]pyrrolidin-4-ylthio]-1-carbapen-2-em-3-carboxylate). Starting materials: O(C1=CC=CC=C1)P(=O)(OC1=CC=CC=C1)OC=1C[C@H]2N(C1C(=O)OCC1=CC=C(C=C1)[N+](=O)[O-])C([C@@H]2[C@@H](C)O)=O (p-nitrobenzyl (5R,6S)-2-diphenoxyphosphoryloxy-6-[(R)-1-hydroxyethyl]-1-carbapen-2-em-3-carboxylate), S[C@H]1C[C@H](N(C1)C(=O)OCC1=CC=C(C=C1)[N+](=O)[O-])C1CCN(CC1)C(=O)OCC1=CC=C(C=C1)[N+](=O)[O-] ((2S,4S)-4-mercapto-N-(p-nitrobenzyloxycarbonyl)-2-[N-(p-nitrobenzyloxycarbonyl)piperidin-4-yl]pyrrolidine). Reported procedure: The same procedure as in Example 1-1 was carried out by using p-nitrobenzyl (5R,6S)-2-diphenoxyphosphoryloxy-6-[(R)-1-hydroxyethyl]-1-carbapen-2-em-3-carboxylate (270 mg, 0.46 mmol) and (2S,4S)-4-mercapto-N-(p-nitrobenzyloxycarbonyl)-2-[N-(p-nitrobenzyloxycarbonyl)piperidin-4-yl]pyrrolidine (216 mg, 0.40 mmol, compound of Reference Example 32) to obtain p-nitrobenzyl (5R,6S)-6-[(R)-1-hydroxyethyl]-2[(2S,4S)-N-(p-nitrobenzyloxycarbonyl)-2-[N-(p-nitrobenzyloxycarbonyl)piperidin-4-yl]pyrrolidin-4-y... Starting materials: O=C(NCC1NCC2CC21)C(F)(F)F, Cc1nc(C(=O)O)c(-c2cccc(Cl)c2)s1. Product: Cc1nc(C(=O)N2CC3CC3C2CNC(=O)C(F)(F)F)c(-c2cccc(Cl)c2)s1. RXN SMILES: [CH:1]12[CH:2]([CH2:7][NH:8][C:9]([C:10]([F:11])([F:12])[F:13])=[O:14])[NH:3][CH2:4][CH:5]1[CH2:6]2.[Cl:15][c:16]1[cH:17][c:18](-[c:22]2[c:23]([C:28](=[O:29])[OH:30])[n:24][c:25]([CH3:27])[s:26]2)[cH:19][cH:20][cH:21]1>>[CH:1]12[CH:2]([CH2:7][NH:8][C:9]([C:10]([F:11])([F:12])[F:13])=[O:14])[N:3]([C:28]([c:23]3[c:22](-[c:18]4[cH:17][c:16]([Cl:15])[cH:21][cH:20][cH:19]4)[s:26][c:25]([CH3:27])[n:24]3)=[O:29])[CH2:4][CH:5]1[CH2:6]2.